This data is from the Open Reaction Database (ORD), a public repository of structured organic reaction records. The task is: describe an organic reaction: reactants, conditions, products, and yield Starting materials: Cc1nc2ccc(C(=O)O)cc2n1Cc1ccc(Cl)cc1Cl, ClCCl, CN(C)C=O, N, O. Yields the product Cc1nc2ccc(C(N)=O)cc2n1Cc1ccc(Cl)cc1Cl. Reaction SMILES: [C:1](=[O:2])([OH:3])[c:4]1[cH:5][cH:6][c:7]2[c:8]([n:9]([CH2:13][c:14]3[c:15]([Cl:21])[cH:16][c:17]([Cl:20])[cH:18][cH:19]3)[c:10]([CH3:12])[n:11]2)[cH:22]1.[CH2:29]([Cl:30])[Cl:31].[CH3:23][N:24]([CH3:25])[CH:26]=[O:27].[NH3:28].[OH2:32]>>[C:1](=[O:2])([c:4]1[cH:5][cH:6][c:7]2[c:8]([n:9]([CH2:13][c:14]3[c:15]([Cl:21])[cH:16][c:17]([Cl:20])[cH:18][cH:19]3)[c:10]([CH3:12])[n:11]2)[cH:22]1)[NH2:24]. Starting materials: [Br-], COCOC1CN(c2cc(C(C)=O)cc(C(C)(C)C)c2OC)CC1O, CCCC[N+](CCCC)(CCCC)CCCC, CI, Cc1ccccc1, CCOC(C)=O, O. The product is COCOC1CN(c2cc(C(C)=O)cc(C(C)(C)C)c2OC)CC1OC. RXN SMILES: [Br-:41].[C:3]([CH3:4])([CH3:5])([CH3:6])[c:7]1[cH:8][c:9]([C:25]([CH3:26])=[O:27])[cH:10][c:11]([N:15]2[CH2:16][CH:17]([OH:24])[CH:18]([O:20][CH2:21][O:22][CH3:23])[CH2:19]2)[c:12]1[O:13][CH3:14].[CH2:42]([N+:43]([CH2:44][CH2:45][CH2:46][CH3:47])([CH2:48][CH2:49][CH2:50][CH3:51])[CH2:52][CH2:53][CH2:54][CH3:55])[CH2:56][CH2:57][CH3:58].[CH3:1][I:2].[CH3:28][c:29]1[cH:30][cH:31][cH:32][cH:33][cH:34]1.[CH3:35][CH2:36][O:37][C:38](=[O:39])[CH3:40].[OH2:59]>>[C:3]([CH3:4])([CH3:5])([CH3:6])[c:7]1[cH:8][c:9]([C:25]([CH3:26])=[O:27])[cH:10][c:11]([N:15]2[CH2:16][CH:17]([O:24][CH3:28])[CH:18]([O:20][CH2:21][O:22][CH3:23])[CH2:19]2)[c:12]1[O:13][CH3:14].